From a dataset of the Open Reaction Database (ORD), a public repository of structured organic reaction records. describe an organic reaction: reactants, conditions, products, and yield The reactants are CN(C)C=O, CC(C)(C#N)Oc1cccc(C(=O)O)c1Cl, O=C(Cl)C(=O)Cl, C1CCOC1. Yields the product CC(C)(C#N)Oc1cccc(C(=O)Cl)c1Cl. RXN SMILES: [CH3:17][N:18]([CH3:19])[CH:20]=[O:21].[Cl:1][c:2]1[c:3]([C:4](=[O:5])[OH:6])[cH:7][cH:8][cH:9][c:10]1[O:11][C:12]([CH3:13])([CH3:14])[C:15]#[N:16].[Cl:22][C:23]([C:24]([Cl:25])=[O:26])=[O:27].[O:28]1[CH2:29][CH2:30][CH2:31][CH2:32]1>>[Cl:1][c:2]1[c:3]([C:4](=[O:5])[Cl:22])[cH:7][cH:8][cH:9][c:10]1[O:11][C:12]([CH3:13])([CH3:14])[C:15]#[N:16]. Starting materials: N1C(=NC2=C1C=C1C=CC=CC1=C2)S (1H-Naphth[2,3-d]imidazole-2-thiol), Cl.ClCC=1NC=CN1 (2-chloromethylimidazole-hydrochloride). Solvent: CN(C=O)C (dimethylformamide), C1(=CC=CC=C1)C (toluene). The product is Cl.Cl.N1C(=NCC1)CSC1=NC2=C(N1)C=C1C=CC=CC1=C2 (2-[(2-Imidazoline-2-ylmethyl)thio]-1H-naphth[2,3-d]imidazoldihydrochloride). Isolated yield 58.1%. RXN SMILES: [NH:1]1[C:5]2[CH:6]=[C:7]3[C:12](=[CH:13][C:4]=2[N:3]=[C:2]1[SH:14])[CH:11]=[CH:10][CH:9]=[CH:8]3.[ClH:15].[Cl:16][CH2:17][C:18]1[NH:19][CH:20]=[CH:21][N:22]=1>CN(C)C=O.C1(C)C=CC=CC=1>[ClH:16].[ClH:15].[NH:22]1[CH2:21][CH2:20][N:19]=[C:18]1[CH2:17][S:14][C:2]1[NH:3][C:4]2[CH:13]=[C:12]3[C:7](=[CH:6][C:5]=2[N:1]=1)[CH:8]=[CH:9][CH:10]=[CH:11]3 |f:1.2,5.6.7|. Procedure: 10.0 g 1H-Naphth[2,3-d]imidazole-2-thiol and 8.0 g of 2-chloromethylimidazole-hydrochloride were heated for 3 hours at 90° in 50 ml of dimethylformamide. The reaction mixture was cooled to room temperature and then diluted with 200 ml of toluene. The residue was suction filtered, washed well with toluene, and crystallized from 700 ml of methanol, with the addition of 300 ml of ether. 10.3 g of 2-[(2-Imidazoline-2-ylmethyl)thio]-1H-naphth[2,3-d]imidazoldihydrochloride having an m.p. of 227°-228° ... Starting materials: C1=COCC1, O=c1[nH]cc(F)c(=O)[nH]1, C1CCOC1. The product is O=c1[nH]c(=O)n(C2CCCO2)cc1F. RXN SMILES: [CH2:10]1[CH2:11][CH:12]=[CH:13][O:14]1.[F:1][c:2]1[c:3](=[O:9])[nH:4][c:5](=[O:8])[nH:6][cH:7]1.[O:15]1[CH2:16][CH2:17][CH2:18][CH2:19]1>>[F:1][c:2]1[c:3](=[O:9])[nH:4][c:5](=[O:8])[n:6]([CH:13]2[CH2:12][CH2:11][CH2:10][O:14]2)[cH:7]1. Reactants: CCO, CNCCO, N#N, Oc1ccc2[nH]ccc2c1. The product is CN(CCO)Cc1c(O)ccc2[nH]ccc12. Reaction SMILES: [CH3:18][CH2:19][OH:20].[CH3:1][NH:2][CH2:3][CH2:4][OH:5].[N:16]#[N:17].[OH:6][c:7]1[cH:8][c:9]2[cH:10][cH:11][nH:12][c:13]2[cH:14][cH:15]1>>[CH3:1][N:2]([CH2:3][CH2:4][OH:5])[CH2:18][c:8]1[c:7]([OH:6])[cH:15][cH:14][c:13]2[c:9]1[cH:10][cH:11][nH:12]2.